This data is from the Open Reaction Database (ORD), a public repository of structured organic reaction records. The task is: describe an organic reaction: reactants, conditions, products, and yield Starting materials: C=CCNC(=O)OC(C)(C)C, CC(=O)[O-], CC(=O)[O-], CC#N, O=C(CC1CCCN1S(=O)(=O)c1cccc(C(F)(F)F)c1)NC1CCCc2cc(OS(=O)(=O)C(F)(F)F)ccc21, [K+], [K+], O=C([O-])[O-], [Pd+2]. The product is C=C(CNC(=O)OC(C)(C)C)c1ccc2c(c1)CCCC2NC(=O)CC1CCCN1S(=O)(=O)c1cccc(C(F)(F)F)c1. As a reaction SMILES: [C:41]([CH3:42])([CH3:43])([CH3:44])[O:45][C:46]([NH:47][CH2:48][CH:49]=[CH2:50])=[O:51].[C:61]([O-:62])(=[O:63])[CH3:64].[C:66]([O-:67])(=[O:68])[CH3:69].[CH3:58][C:59]#[N:60].[F:1][C:2]([c:3]1[cH:4][c:5]([S:9](=[O:10])(=[O:11])[N:12]2[CH:13]([CH2:17][C:18](=[O:19])[NH:20][CH:21]3[c:22]4[cH:23][cH:24][c:25]([O:31][S:32]([C:33]([F:34])([F:35])[F:36])(=[O:37])=[O:38])[cH:26][c:27]4[CH2:28][CH2:29][CH2:30]3)[CH2:14][CH2:15][CH2:16]2)[cH:6][cH:7][cH:8]1)([F:39])[F:40].[K+:52].[K+:53].[O-:54][C:55]([O-:56])=[O:57].[Pd+2:65]>>[F:1][C:2]([c:3]1[cH:4][c:5]([S:9](=[O:10])(=[O:11])[N:12]2[CH:13]([CH2:17][C:18](=[O:19])[NH:20][CH:21]3[c:22]4[cH:23][cH:24][c:25]([C:49]([CH2:48][NH:47][C:46]([O:45][C:41]([CH3:42])([CH3:43])[CH3:44])=[O:51])=[CH2:50])[cH:26][c:27]4[CH2:28][CH2:29][CH2:30]3)[CH2:14][CH2:15][CH2:16]2)[cH:6][cH:7][cH:8]1)([F:39])[F:40]. The reactants are C(\C=C\C(=O)O)(=O)O.CC1NCC=C(C1)C1=CC(=CC=2C=COC21)F (2-methyl-4-(5-fluorobenzofur-7-yl)-1,2,3,6-tetrahydropyridine fumarate), C(\C=C\C(=O)O)(=O)O.CC1NCCC(=C1)C1=CC(=CC=2C=COC21)F (2-methyl-4-(5-fluorobenzofur-7-yl)-1,2,5,6-tetrahydropyridine fumarate). The reagents and catalysts are [Pd] (palladium on carbon). Solvent: C(C)O (ethanol). Run at time 5 hour. Product: CC1NCCC(C1)C1=CC(=CC=2C=COC21)F (2-methyl-4-(5-fluorobenzofur-7-yl)piperidine). Yield: 79.1%. RXN SMILES: C(O)(=O)/C=C/C(O)=O.[CH3:9][CH:10]1[CH2:15][C:14]([C:16]2[C:24]3[O:23][CH:22]=[CH:21][C:20]=3[CH:19]=[C:18]([F:25])[CH:17]=2)=[CH:13][CH2:12][NH:11]1.C(O)(=O)/C=C/C(O)=O.CC1C=C(C2C3OC=CC=3C=C(F)C=2)CCN1>[Pd].C(O)C>[CH3:9][CH:10]1[CH2:15][CH:14]([C:16]2[C:24]3[O:23][CH:22]=[CH:21][C:20]=3[CH:19]=[C:18]([F:25])[CH:17]=2)[CH2:13][CH2:12][NH:11]1 |f:0.1,2.3|. Reported procedure: A mixture of 0.045 gm (0.13 mMol) 2-methyl-4-(5-fluorobenzofur-7-yl)-1,2,3,6-tetrahydropyridine fumarate and 2-methyl-4-(5-fluorobenzofur-7-yl)-1,2,5,6-tetrahydropyridine fumarate and 0.010 gm 10% palladium on carbon in 5 mL ethanol was hydrogenated at 1 atmosphere at room temperature for 5 hours. The reaction mixture was filtered through a pad of celite. The pad was rinsed with ethanol and the filtrate was concentrated under reduced pressure. The residue was subjected to ion exchange chromatogr...